From a dataset of the Open Reaction Database (ORD), a public repository of structured organic reaction records. describe an organic reaction: reactants, conditions, products, and yield Reactants: NC=1C(=NC=CC1)NC1=C(C=CC=C1)C(=O)C1=CC=C(C=C1)C ([2-[(3-amino-2-pyridyl)amino]phenyl](4-methylphenyl)methanone), C1(=CC=C(C=C1)S(=O)(=O)O)C (para toluene sulfonic acid). Run in C1(=CC=CC=C1)C (toluene). Yields the product CC1=CC=C(C=C1)C1=NC2=C(NC3=C1C=CC=C3)N=CC=C2 (6-(4-Methylphenyl)-11H-pyrido[2,3-b][1,4]benzodiazepine). RXN SMILES: [NH2:1][C:2]1[C:3]([NH:8][C:9]2[CH:14]=[CH:13][CH:12]=[CH:11][C:10]=2[C:15]([C:17]2[CH:22]=[CH:21][C:20]([CH3:23])=[CH:19][CH:18]=2)=O)=[N:4][CH:5]=[CH:6][CH:7]=1.C1(C)C=CC(S(O)(=O)=O)=CC=1>C1(C)C=CC=CC=1>[CH3:23][C:20]1[CH:21]=[CH:22][C:17]([C:15]2[C:10]3[CH:11]=[CH:12][CH:13]=[CH:14][C:9]=3[NH:8][C:3]3[N:4]=[CH:5][CH:6]=[CH:7][C:2]=3[N:1]=2)=[CH:18][CH:19]=1. Procedure details: A solution of 3.6 g (0.012 mole) of [2-[(3-amino-2-pyridyl)amino]phenyl](4-methylphenyl)methanone in 100 ml of anhydrous toluene was treated with a catalytic amount of para toluene sulfonic acid and refluxed overnight while separating water with a Dean-Stark trap. The reaction mixture was filtered while hot. The product precipitated as the filtrate cooled to room temperature and was collected by filtration. Weight of solid after solvent evaporated was 2.5 g, m.p. 203.5°-205° C. (decomp.). Reactants: NC=1C=C(C=NC1)C(=O)C1=CN(C2=C1C=NC=C2F)C(CO[Si](C)(C)C(C)(C)C)(C)C ((5-amino-pyridin-3-yl)-{1-[2-(tert-butyl-dimethyl-silanyloxy)-1,1-dimethyl-ethyl]-7-fluoro-1H-pyrrolo[3,2-c]pyridin-3-yl}-methanone), FC(C=1C=C(C=CC1)CC(=O)O)(F)F ((3-trifluoromethyl-phenyl)-acetic acid), CCN(C(C)C)C(C)C (DIPEA), C(CC)P1(OP(OP(O1)(=O)CCC)(=O)CCC)=O (T3P). Solvent: C1CCOC1 (THF). Conditions: temperature 25 celsius, time 18 hour. Product: C(C)(C)(C)[Si](OCC(C)(C)N1C=C(C=2C=NC=C(C21)F)C(=O)C=2C=C(C=NC2)NC(CC2=CC(=CC=C2)C(F)(F)F)=O)(C)C (N-(5-{1-[2-(tert-Butyl-dimethyl-silanyloxy)-1,1-dimethyl-ethyl]-7-fluoro-1H-pyrrolo[3,2-c]pyridine-3-carbonyl}-pyridin-3-yl)-2-(3-trifluoromethyl-phenyl)-acetamide). Yield: 86.6%. Reaction SMILES: [NH2:1][C:2]1[CH:3]=[C:4]([C:8]([C:10]2[C:14]3[CH:15]=[N:16][CH:17]=[C:18]([F:19])[C:13]=3[N:12]([C:20]([CH3:31])([CH3:30])[CH2:21][O:22][Si:23]([C:26]([CH3:29])([CH3:28])[CH3:27])([CH3:25])[CH3:24])[CH:11]=2)=[O:9])[CH:5]=[N:6][CH:7]=1.[F:32][C:33]([F:45])([F:44])[C:34]1[CH:35]=[C:36]([CH2:40][C:41](O)=[O:42])[CH:37]=[CH:38][CH:39]=1.CCN(C(C)C)C(C)C.C(P1(=O)OP(CCC)(=O)OP(CCC)(=O)O1)CC>C1COCC1>[C:26]([Si:23]([CH3:24])([CH3:25])[O:22][CH2:21][C:20]([N:12]1[C:13]2[C:18]([F:19])=[CH:17][N:16]=[CH:15][C:14]=2[C:10]([C:8]([C:4]2[CH:3]=[C:2]([NH:1][C:41](=[O:42])[CH2:40][C:36]3[CH:37]=[CH:38][CH:39]=[C:34]([C:33]([F:44])([F:32])[F:45])[CH:35]=3)[CH:7]=[N:6][CH:5]=2)=[O:9])=[CH:11]1)([CH3:31])[CH3:30])([CH3:29])([CH3:28])[CH3:27]. Procedure: To a solution of (5-amino-pyridin-3-yl)-{1-[2-(tert-butyl-dimethyl-silanyloxy)-1,1-dimethyl-ethyl]-7-fluoro-1H-pyrrolo[3,2-c]pyridin-3-yl}-methanone (Preparation 29, 35 mg, 79 μmol), (3-trifluoromethyl-phenyl)-acetic acid (21.8 mg, 106 μmol) and DIPEA (48.94 μL, 277 μmol) in THF (3 mL), T3P (160 μL, 277 μmol) was added and the mixture stirred at 25° C. for 18 hours. The reaction was evaporated under reduced pressure, the residue partitioned between water and ethyl acetate, the organic extracts w... Starting materials: COc1ccccc1COCCCOc1ccc(C2C(OCc3cc(OC)c4ccccc4c3)CN(C(=O)OC(C)(C)C)CC2OCC(CO)OS(=O)(=O)c2ccc(C)cc2)cc1, CS(C)=O, [Na+], [OH-]. The product is COc1ccccc1COCCCOc1ccc(C2C(OCc3cc(OC)c4ccccc4c3)CN(C(=O)OC(C)(C)C)CC2OCC2CO2)cc1. Reaction SMILES: [C:1]([CH3:2])([CH3:3])([CH3:4])[O:5][C:6](=[O:7])[N:8]1[CH2:9][CH:10]([O:48][CH2:49][CH:50]([CH2:51][OH:63])[O:53][S:52]([c:54]2[cH:55][cH:56][c:57]([CH3:58])[cH:59][cH:60]2)(=[O:61])=[O:62])[CH:11]([c:28]2[cH:29][cH:30][c:31]([O:34][CH2:35][CH2:36][CH2:37][O:38][CH2:39][c:40]3[c:41]([O:46][CH3:47])[cH:42][cH:43][cH:44][cH:45]3)[cH:32][cH:33]2)[CH:12]([O:14][CH2:15][c:16]2[cH:17][c:18]3[cH:19][cH:20][cH:21][cH:22][c:23]3[c:24]([O:26][CH3:27])[cH:25]2)[CH2:13]1.[CH3:66][S:67]([CH3:68])=[O:69].[Na+:65].[OH-:64]>>[C:1]([CH3:2])([CH3:3])([CH3:4])[O:5][C:6](=[O:7])[N:8]1[CH2:9][CH:10]([O:48][CH2:49][CH:50]2[CH2:51][O:53]2)[CH:11]([c:28]2[cH:29][cH:30][c:31]([O:34][CH2:35][CH2:36][CH2:37][O:38][CH2:39][c:40]3[c:41]([O:46][CH3:47])[cH:42][cH:43][cH:44][cH:45]3)[cH:32][cH:33]2)[CH:12]([O:14][CH2:15][c:16]2[cH:17][c:18]3[cH:19][cH:20][cH:21][cH:22][c:23]3[c:24]([O:26][CH3:27])[cH:25]2)[CH2:13]1. The reactants are COC(C)(C)C, CC(C)O, Cc1cccc(F)n1, NN. The product is Cc1cccc(NN)n1. RXN SMILES: [C:15]([O:16][CH3:17])([CH3:18])([CH3:19])[CH3:20].[CH:9]([OH:10])([CH3:11])[CH3:12].[F:1][c:2]1[n:3][c:4]([CH3:8])[cH:5][cH:6][cH:7]1.[NH2:13][NH2:14]>>[c:2]1([NH:13][NH2:14])[n:3][c:4]([CH3:8])[cH:5][cH:6][cH:7]1. Starting materials: [Al+3], [Cl-], [Cl-], [Cl-], O=C(CCCl)Nc1ccc(O)cc1. Yields the product O=C1CCc2cc(O)ccc2N1. Reaction SMILES: [Al+3:15].[Cl-:14].[Cl-:16].[Cl-:17].[Cl:1][CH2:2][CH2:3][C:4](=[O:5])[NH:6][c:7]1[cH:8][cH:9][c:10]([OH:13])[cH:11][cH:12]1>>[CH2:2]1[CH2:3][C:4](=[O:5])[NH:6][c:7]2[c:8]1[cH:9][c:10]([OH:13])[cH:11][cH:12]2. Reaction SMILES: [Br:28][CH2:29][c:30]1[cH:31][cH:32][c:33]([C:51]([F:52])([F:53])[F:54])[c:34]([O:43][C:44](=[O:45])[O:46][C:47]([CH3:48])([CH3:49])[CH3:50])[c:35]1[C:36](=[O:37])[O:38][C:39]([CH3:40])([CH3:41])[CH3:42].[C:1](=[O:2])([O-:3])[O-:4].[CH3:56][C:57](=[O:58])[CH3:59].[K+:5].[K+:6].[OH2:55].[OH:7][c:8]1[cH:9][cH:10][c:11](-[c:14]2[c:15]([N+:25](=[O:26])[O-:27])[cH:16][c:17]([CH2:20][C:21](=[O:22])[O:23][CH3:24])[cH:18][cH:19]2)[cH:12][cH:13]1>>[O:7]([c:8]1[cH:9][cH:10][c:11](-[c:14]2[c:15]([N+:25](=[O:26])[O-:27])[cH:16][c:17]([CH2:20][C:21](=[O:22])[O:23][CH3:24])[cH:18][cH:19]2)[cH:12][cH:13]1)[CH2:29][c:30]1[cH:31][cH:32][c:33]([C:51]([F:52])([F:53])[F:54])[c:34]([O:43][C:44](=[O:45])[O:46][C:47]([CH3:48])([CH3:49])[CH3:50])[c:35]1[C:36](=[O:37])[O:38][C:39]([CH3:40])([CH3:41])[CH3:42]. Product: COC(=O)Cc1ccc(-c2ccc(OCc3ccc(C(F)(F)F)c(OC(=O)OC(C)(C)C)c3C(=O)OC(C)(C)C)cc2)c([N+](=O)[O-])c1. Reactants: CC(C)(C)OC(=O)Oc1c(C(F)(F)F)ccc(CBr)c1C(=O)OC(C)(C)C, O=C([O-])[O-], CC(C)=O, [K+], [K+], O, COC(=O)Cc1ccc(-c2ccc(O)cc2)c([N+](=O)[O-])c1. Reactants: C(#C)C1=CN=C2N1C=C(C=C2C)C2=CC=C(C=C2)C(F)(F)F (3-ethynyl-8-methyl-6-(4-trifluoromethyl-phenyl)-imidazo[1,2-a]pyridine), OCC(C)(C)NS(=O)(=O)C=1C=NC=C(C1)Br (5-bromo-pyridine-3-sulfonic acid (2-hydroxy-1,1-dimethyl-ethyl)-amide). The product is OCC(C)(C)NS(=O)(=O)C=1C=NC=C(C1)C#CC1=CN=C2N1C=C(C=C2C)C2=CC=C(C=C2)C(F)(F)F (5-[8-Methyl-6-(4-trifluoromethyl-phenyl)-imidazo[1,2-a]pyridin-3-ylethynyl]-pyridine-3-sulfonic acid (2-hydroxy-1,1-dimethyl-ethyl)-amide), solid. Isolated yield 11.0%. Reaction SMILES: [C:1]([C:3]1[N:7]2[CH:8]=[C:9]([C:13]3[CH:18]=[CH:17][C:16]([C:19]([F:22])([F:21])[F:20])=[CH:15][CH:14]=3)[CH:10]=[C:11]([CH3:12])[C:6]2=[N:5][CH:4]=1)#[CH:2].[OH:23][CH2:24][C:25]([NH:28][S:29]([C:32]1[CH:33]=[N:34][CH:35]=[C:36](Br)[CH:37]=1)(=[O:31])=[O:30])([CH3:27])[CH3:26]>>[OH:23][CH2:24][C:25]([NH:28][S:29]([C:32]1[CH:33]=[N:34][CH:35]=[C:36]([C:2]#[C:1][C:3]2[N:7]3[CH:8]=[C:9]([C:13]4[CH:18]=[CH:17][C:16]([C:19]([F:21])([F:22])[F:20])=[CH:15][CH:14]=4)[CH:10]=[C:11]([CH3:12])[C:6]3=[N:5][CH:4]=2)[CH:37]=1)(=[O:31])=[O:30])([CH3:27])[CH3:26]. Procedure details: The title compound was prepared from 3-ethynyl-8-methyl-6-(4-trifluoromethyl-phenyl)-imidazo[1,2-a]pyridine (example C.20) (300 mg, 1 mmol) and 5-bromo-pyridine-3-sulfonic acid (2-hydroxy-1,1-dimethyl-ethyl)-amide (example B.2) (278 mg, 0.9 mmol) according to general procedure II. Obtained as a white solid (60 mg, 11%). MS (ISP) 529.1 [(M+H)+]; mp 189° C. RXN SMILES: [N:1]1([CH:6]=[O:7])[CH2:5][CH2:4][CH2:3][CH2:2]1.[Cl:8][C:9]1[CH:10]=[C:11]([CH:15]=[C:16]([Cl:18])[N:17]=1)C(O)=O.[Li+].CC([N-]C(C)C)C.[CH:27](OCC)=[O:28]>C1COCC1>[Cl:18][C:16]1[C:15]([CH:27]=[O:28])=[C:11]([C:6]([N:1]2[CH2:5][CH2:4][CH2:3][CH2:2]2)=[O:7])[CH:10]=[C:9]([Cl:8])[N:17]=1 |f:2.3|. Yields the product ClC1=NC(=CC(=C1C=O)C(=O)N1CCCC1)Cl (2,6-dichloro-4-(pyrrolidine-1-carbonyl)-pyridine-3-carbaldehyde). Procedure details: To a solution of 2,6-dichloro-pyridin-4-yl)-pyrrolidin-1-yl-methanone (2.0 g, 8.2 mmol, prepared from commercially available 2,6-dichloro-isonicotinic acid) in THF (50 mL) is added slowly LDA (4 mL, 2M in heptane/THF/ethylbenzene), maintaining an internal temperature below −65° C. The solution is stirred at −78° C. for 1 hour, then treated dropwise ethyl formate (640 mg, 8.6 mmol), again maintaining an internal temperature below −65° C. The resulting mixture is gradually warmed to room temperatu... Run in C1CCOC1 (THF). The reactants are C(=O)OCC (ethyl formate), N1(CCCC1)C=O (pyrrolidin-1-yl-methanone), ClC=1C=C(C(=O)O)C=C(N1)Cl (2,6-dichloro-isonicotinic acid), [Li+].CC(C)[N-]C(C)C (LDA). Run at temperature -78 celsius, time 1 hour.